Dataset: the Open Reaction Database (ORD), a public repository of structured organic reaction records. Task: describe an organic reaction: reactants, conditions, products, and yield Reactants: ClC1=CC=C(C=C1)C1(CC1)C(=O)N1C[C@H]([C@@H](C1)C1=CC=CC=C1)C(=O)OC (methyl (3S,4R)-1-{[1-(4-chlorophenyl)cyclopropyl]carbonyl}-4-phenylpyrrolidine-3-carboxylate), O1CCCC1 (tetrahydrofuran), [OH-].[Li+] (lithium hydroxide), O (water). Run at time 1 hour. The product is ClC1=CC=C(C=C1)C1(CC1)C(=O)N1C[C@H]([C@@H](C1)C1=CC=CC=C1)C(=O)O ((3S,4R)-1-{[1-(4-Chlorophenyl)cyclopropyl]carbonyl}-4-phenylpyrrolidine-3-carboxylic acid). Reaction SMILES: [Cl:1][C:2]1[CH:7]=[CH:6][C:5]([C:8]2([C:11]([N:13]3[CH2:17][C@@H:16]([C:18]4[CH:23]=[CH:22][CH:21]=[CH:20][CH:19]=4)[C@H:15]([C:24]([O:26]C)=[O:25])[CH2:14]3)=[O:12])[CH2:10][CH2:9]2)=[CH:4][CH:3]=1.O1CCCC1.[OH-].[Li+].O>>[Cl:1][C:2]1[CH:3]=[CH:4][C:5]([C:8]2([C:11]([N:13]3[CH2:17][C@@H:16]([C:18]4[CH:19]=[CH:20][CH:21]=[CH:22][CH:23]=4)[C@H:15]([C:24]([OH:26])=[O:25])[CH2:14]3)=[O:12])[CH2:10][CH2:9]2)=[CH:6][CH:7]=1 |f:2.3|. Procedure details: To a solution of methyl (3S,4R)-1-{[1-(4-chlorophenyl)cyclopropyl]carbonyl}-4-phenylpyrrolidine-3-carboxylate (50 mg, 0.0001 mol, example 39) in tetrahydrofuran (2 mL, 0.02 mol) was added lithium hydroxide (9.4 mg, 0.00039 mol) and water (0.5 mL, 0.03 mol) and the solution was stirred at rt for 1 h. The reaction mixture was then acidified (pH ˜2) and was extracted with AcOEt. The organic layer was dried (over MgSO4), and concentrated to afford the product. LCMS: m/z 370.4 (M+H)+ Starting materials: CC(C)(C)C1CCC(Oc2ccc3cc(C(CCC(=O)O)[N+](=O)[O-])ccc3c2C(F)(F)F)CC1, CC(=O)O, [Zn]. The product is CC(C)(C)C1CCC(Oc2ccc3cc(C(N)CCC(=O)O)ccc3c2C(F)(F)F)CC1. Reaction SMILES: [C:1]([CH3:2])([CH3:3])([CH3:4])[CH:5]1[CH2:6][CH2:7][CH:8]([O:11][c:12]2[c:13]([C:31]([F:32])([F:33])[F:34])[c:14]3[cH:15][cH:16][c:17]([CH:22]([CH2:23][CH2:24][C:25](=[O:26])[OH:27])[N+:28]([O-:29])=[O:30])[cH:18][c:19]3[cH:20][cH:21]2)[CH2:9][CH2:10]1.[CH3:35][C:36](=[O:37])[OH:38].[Zn:39]>>[C:1]([CH3:2])([CH3:3])([CH3:4])[CH:5]1[CH2:6][CH2:7][CH:8]([O:11][c:12]2[c:13]([C:31]([F:32])([F:33])[F:34])[c:14]3[cH:15][cH:16][c:17]([CH:22]([CH2:23][CH2:24][C:25](=[O:26])[OH:27])[NH2:28])[cH:18][c:19]3[cH:20][cH:21]2)[CH2:9][CH2:10]1. Starting materials: CC(=O)c1ccc(N2CCN(C(=O)c3cc(C#N)ccc3Br)CC2)c(F)c1, C1CCCNCC1, C1CCOC1, CCN(C(C)C)C(C)C, CN(C)C=O. Yields the product CC(=O)c1ccc(N2CCN(C(=O)c3cc(C#N)ccc3N3CCCCCC3)CC2)c(F)c1. RXN SMILES: [C:1]([CH3:2])(=[O:3])[c:4]1[cH:5][c:6]([F:27])[c:7]([N:10]2[CH2:11][CH2:12][N:13]([C:16](=[O:17])[c:18]3[cH:19][c:20]([C:21]#[N:22])[cH:23][cH:24][c:25]3[Br:26])[CH2:14][CH2:15]2)[cH:8][cH:9]1.[CH2:37]1[CH2:38][CH2:39][CH2:40][NH:41][CH2:42][CH2:43]1.[CH2:44]1[O:45][CH2:46][CH2:47][CH2:48]1.[CH:28]([N:29]([CH2:30][CH3:31])[CH:32]([CH3:33])[CH3:34])([CH3:35])[CH3:36].[O:49]=[CH:50][N:51]([CH3:52])[CH3:53]>>[C:1]([CH3:2])(=[O:3])[c:4]1[cH:5][c:6]([F:27])[c:7]([N:10]2[CH2:11][CH2:12][N:13]([C:16](=[O:17])[c:18]3[cH:19][c:20]([C:21]#[N:22])[cH:23][cH:24][c:25]3[N:41]3[CH2:40][CH2:39][CH2:38][CH2:37][CH2:43][CH2:42]3)[CH2:14][CH2:15]2)[cH:8][cH:9]1. Reactants: COC=1C=C(C(=O)N2CC(CC2)(C2=CC=CC=C2)CCN2CCC(CC2)NC2=NC3=C(N2CCOCC)C=CC=C3)C=C(C1OC)OC (1-(3,4,5-trimethoxybenzoyl)-3-(2-(4-(1-(2-ethoxyethyl)-1H-benzimidazol-2-yl-amino)piperidin-1-yl)ethyl)-3-phenylpyrrolidine), CS(=O)(=O)O (methanesulfonic acid). Yields the product CS(=O)(=O)O.COC=1C=C(C(=O)N2CC(CC2)(C2=CC=CC=C2)CCN2CCC(CC2)NC2=NC3=C(N2CCOCC)C=CC=C3)C=C(C1OC)OC (1-(3,4,5-trimethoxybenzoyl)-3-(2-(4-(1-(2-ethoxyethyl)-1H-benzimidazol-2-yl-amino)piperidin-1-yl)ethyl)-3-phenylpyrrolidine Methanesulfonic Acid Salt). RXN SMILES: [CH3:1][O:2][C:3]1[CH:4]=[C:5]([CH:42]=[C:43]([O:47][CH3:48])[C:44]=1[O:45][CH3:46])[C:6]([N:8]1[CH2:12][CH2:11][C:10]([CH2:19][CH2:20][N:21]2[CH2:26][CH2:25][CH:24]([NH:27][C:28]3[N:32]([CH2:33][CH2:34][O:35][CH2:36][CH3:37])[C:31]4[CH:38]=[CH:39][CH:40]=[CH:41][C:30]=4[N:29]=3)[CH2:23][CH2:22]2)([C:13]2[CH:18]=[CH:17][CH:16]=[CH:15][CH:14]=2)[CH2:9]1)=[O:7].[CH3:49][S:50]([OH:53])(=[O:52])=[O:51]>>[CH3:49][S:50]([OH:53])(=[O:52])=[O:51].[CH3:48][O:47][C:43]1[CH:42]=[C:5]([CH:4]=[C:3]([O:2][CH3:1])[C:44]=1[O:45][CH3:46])[C:6]([N:8]1[CH2:12][CH2:11][C:10]([CH2:19][CH2:20][N:21]2[CH2:22][CH2:23][CH:24]([NH:27][C:28]3[N:32]([CH2:33][CH2:34][O:35][CH2:36][CH3:37])[C:31]4[CH:38]=[CH:39][CH:40]=[CH:41][C:30]=4[N:29]=3)[CH2:25][CH2:26]2)([C:13]2[CH:14]=[CH:15][CH:16]=[CH:17][CH:18]=2)[CH2:9]1)=[O:7] |f:2.3|. Reported procedure: Prepare by the method of Example 3.7 using 1-(3,4,5-trimethoxybenzoyl)-3-(2-(4-(1-(2-ethoxyethyl)-1H-benzimidazol-2-yl-amino)piperidin-1-yl)ethyl)-3-phenylpyrrolidine (1.8 g) and methanesulfonic acid (0.81 g) to give the title compound. The reactants are FC1=CC=C(C=C1)C1=C(C=NN1C1=CC=CC=C1)C=1SC=C(N1)CC(=O)OCC (ethyl {2-[5-(4-fluorophenyl)-1-phenyl-1H-pyrazol-4-yl]-1,3-thiazol-4-yl}acetate), [OH-].[Na+] (sodium hydroxide), Cl (hydrochloric acid). Run in C(C)O (ethanol). The product is FC1=CC=C(C=C1)C1=C(C=NN1C1=CC=CC=C1)C=1SC=C(N1)CC(=O)O ({2-[5-(4-fluorophenyl)-1-phenyl-1H-pyrazol-4-yl]-1,3-thiazol-4-yl}acetic acid). The yield is 68.3%. RXN SMILES: [F:1][C:2]1[CH:7]=[CH:6][C:5]([C:8]2[N:12]([C:13]3[CH:18]=[CH:17][CH:16]=[CH:15][CH:14]=3)[N:11]=[CH:10][C:9]=2[C:19]2[S:20][CH:21]=[C:22]([CH2:24][C:25]([O:27]CC)=[O:26])[N:23]=2)=[CH:4][CH:3]=1.[OH-].[Na+].Cl>C(O)C>[F:1][C:2]1[CH:3]=[CH:4][C:5]([C:8]2[N:12]([C:13]3[CH:14]=[CH:15][CH:16]=[CH:17][CH:18]=3)[N:11]=[CH:10][C:9]=2[C:19]2[S:20][CH:21]=[C:22]([CH2:24][C:25]([OH:27])=[O:26])[N:23]=2)=[CH:6][CH:7]=1 |f:1.2|. Reported procedure: A solution of the compound (220 mg, 0.540 mmol) obtained in step 5 and 1N aqueous sodium hydroxide solution (1.08 mmol, 1.08 mL) in ethanol (5.0 mL) was heated under reflux for 1 hr. The reaction mixture was cooled to room temperature, and concentrated hydrochloric acid was added until the mixture became pH 6. The mixture was concentrated under reduced pressure, and the residue was purified by silica gel column chromatography (solvent; 33% ethyl acetate/hexane) to give {2-[5-(4-fluorophenyl)-1-p... The reactants are CCCC[N+](CCCC)(CCCC)CCCC, [F-], C1CCOC1, CC(C)(C)OC(=O)N1CCC(O)(C#CCO[Si](C)(C)C)CC1. The product is CC(C)(C)OC(=O)N1CCC(O)(C#CCO)CC1. RXN SMILES: [CH3:2][CH2:3][CH2:4][CH2:5][N+:6]([CH2:7][CH2:8][CH2:9][CH3:10])([CH2:11][CH2:12][CH2:13][CH3:14])[CH2:15][CH2:16][CH2:17][CH3:18].[F-:1].[O:41]1[CH2:42][CH2:43][CH2:44][CH2:45]1.[OH:19][C:20]1([C:33]#[C:34][CH2:35][O:36][Si:37]([CH3:38])([CH3:39])[CH3:40])[CH2:21][CH2:22][N:23]([C:26](=[O:27])[O:28][C:29]([CH3:30])([CH3:31])[CH3:32])[CH2:24][CH2:25]1>>[OH:19][C:20]1([C:33]#[C:34][CH2:35][OH:36])[CH2:21][CH2:22][N:23]([C:26](=[O:27])[O:28][C:29]([CH3:30])([CH3:31])[CH3:32])[CH2:24][CH2:25]1. Starting materials: [NH4+].[OH-] (NH4OH), ClC1=C(C=CC(=C1)Cl)C1=C(C(=NC=C1)NC(COC)C)[N+](=O)[O-] ([4-(2,4-Dichloro-phenyl)-3-nitro-pyridin-2-yl]-(2-methoxy-1-methyl-ethyl)-amine), [O-]S(=O)S(=O)[O-].[Na+].[Na+] (Na2S2O4). Solvent: O (H2O), O1CCOCC1 (dioxane). Run at time 4 hour. The product is ClC1=C(C=CC(=C1)Cl)C1=C(C(=NC=C1)NC(COC)C)N (4-(2,4-dichloro-phenyl)-N2-(2-methoxy-1-methyl-ethyl)-pyridine-2,3-diamine). The yield is 72.0%. RXN SMILES: [Cl:1][C:2]1[CH:7]=[C:6]([Cl:8])[CH:5]=[CH:4][C:3]=1[C:9]1[CH:14]=[CH:13][N:12]=[C:11]([NH:15][CH:16]([CH3:20])[CH2:17][O:18][CH3:19])[C:10]=1[N+:21]([O-])=O.[NH4+].[OH-].[O-]S(S([O-])=O)=O.[Na+].[Na+]>O1CCOCC1.O>[Cl:1][C:2]1[CH:7]=[C:6]([Cl:8])[CH:5]=[CH:4][C:3]=1[C:9]1[CH:14]=[CH:13][N:12]=[C:11]([NH:15][CH:16]([CH3:20])[CH2:17][O:18][CH3:19])[C:10]=1[NH2:21] |f:1.2,3.4.5|. Procedure details: [4-(2,4-Dichloro-phenyl)-3-nitro-pyridin-2-yl]-(2-methoxy-1-methyl-ethyl)-amine (0.20 g, 0.56 mmol was dissolved in dioxane (8 mL) and H2O (8 mL), followed by conc. NH4OH (0.3 mL) and Na2S2O4 (0.79 g, 4.53 mmol) and stirred at room temperature for 4 h. The solution was extracted with EtOAc, washed with H2O, brine, dried (Na2SO4), filtered, and concentrated in vacuo to produce 0.13 g (72%) of 4-(2,4-dichloro-phenyl)-N2-(2-methoxy-1-methyl-ethyl)-pyridine-2,3-diamine: MS (AP) m/z 326.2 [(M+H)+, 90... Reactants: ClC=1C=C(C=O)C=CC1Cl (3,4-dichlorobenzaldehyde), [Si](C)(C)(C(C)(C)C)OCC1=CC=NC=C1 (4-(tert-Butyldimethylsilyloxymethyl)-pyridine), solution, [F-].C(CCC)[N+](CCCC)(CCCC)CCCC (tetrabutylammonium fluoride), solution. The product is ClC=1C=C(C=CC1Cl)C(C(O)C1=CC=NC=C1)O (1-(3,4-Dichlorophenyl)-2-pyridin-4-yl-ethane-1,2-diol). Procedure: 4-(tert-Butyldimethylsilyloxymethyl)-pyridine (T. F. Gallagher et al, Bioorganic and Medicinal Chemistry; 1997, 5, 49) (67 g, 0.3 mol) was dissolved in THF (250 ml) and cooled to −40° C. The solution was treated with a 2M solution of lithuim diusopropylamide in THF (200 ml, 0.4 mol) and stirred for 45 minutes maintaining a temperature of −40 to −20° C., before the dropwise addition of 3,4-dichlorobenzaldehyde (55.13 g, 0.32 mol) in THF (250 ml). The mixture was allowed to warm to room temperatur... As a reaction SMILES: [Si]([O:8][CH2:9][C:10]1[CH:15]=[CH:14][N:13]=[CH:12][CH:11]=1)(C(C)(C)C)(C)C.[Cl:16][C:17]1[CH:18]=[C:19]([CH:22]=[CH:23][C:24]=1[Cl:25])[CH:20]=[O:21].[F-].C([N+](CCCC)(CCCC)CCCC)CCC>C1COCC1>[Cl:16][C:17]1[CH:18]=[C:19]([CH:20]([OH:21])[CH:9]([C:10]2[CH:11]=[CH:12][N:13]=[CH:14][CH:15]=2)[OH:8])[CH:22]=[CH:23][C:24]=1[Cl:25] |f:2.3|. Run at temperature -40 celsius, time 45 minute. Run in C1CCOC1 (THF), C1CCOC1 (THF), C1CCOC1 (THF). Yield: 79.3%. Run in C(C)(=O)OCC (ethyl acetate). Starting materials: FC1=C(C=O)C=C(C=C1)C=1SC=CC1 (2-fluoro-5-thiophen-2-yl-benzaldehyde), N1CCCC1 (pyrrolidine). The yield is 32.0%. As a reaction SMILES: F[C:2]1[CH:9]=[CH:8][C:7]([C:10]2[S:11][CH:12]=[CH:13][CH:14]=2)=[CH:6][C:3]=1[CH:4]=[O:5].[NH:15]1[CH2:19][CH2:18][CH2:17][CH2:16]1>C(OCC)(=O)C>[N:15]1([C:2]2[CH:9]=[CH:8][C:7]([C:10]3[S:11][CH:12]=[CH:13][CH:14]=3)=[CH:6][C:3]=2[CH:4]=[O:5])[CH2:19][CH2:18][CH2:17][CH2:16]1. Procedure: Ex-63A: A solution of 2-fluoro-5-thiophen-2-yl-benzaldehyde (1.42 g, 6.89 mmol) in pyrrolidine was refluxed (10 mL). After 4.5 days the reaction mixture was cooled and diluted with ethyl acetate. The solution of ethyl acetate was washed with hydrochloric acid (0.5M) sodium carbonate (2M) and saturated solution of sodium bicarbonate, dried over sodium sulfate, and concentrated. The crude product was purified by flash chromatography. Elution with ethyl acetate (20%, v/v, in hexane) afforded 2-pyrr... The product is N1(CCCC1)C1=C(C=O)C=C(C=C1)C=1SC=CC1 (2-pyrrolidin-1-yl-5-thiophen-2-yl-benzaldehyde).